This data is from the Open Reaction Database (ORD), a public repository of structured organic reaction records. The task is: describe an organic reaction: reactants, conditions, products, and yield Starting materials: B (Borane), BrC=1C=C(C=CC1)CC(=O)NC (2-(3-bromophenyl)-N-methyl-acetamide), Cl (hydrochloric acid). The solvent is O1CCCC1 (tetrahydrofuran), O1CCCC1 (tetrahydrofuran). Reaction conditions: temperature 90 celsius. Product: Cl.BrC=1C=C(C=CC1)CCNC ([2-(3-Bromophenyl)ethyl]methylamine hydrochloride). RXN SMILES: B.[Br:2][C:3]1[CH:4]=[C:5]([CH2:9][C:10]([NH:12][CH3:13])=O)[CH:6]=[CH:7][CH:8]=1.[ClH:14]>O1CCCC1>[ClH:14].[Br:2][C:3]1[CH:4]=[C:5]([CH2:9][CH2:10][NH:12][CH3:13])[CH:6]=[CH:7][CH:8]=1 |f:4.5|. Procedure: Borane in tetrahydrofuran (1.0M, 26.3 ml) was added dropwise to a tetrahydrofuran solution of 2-(3-bromophenyl)-N-methyl-acetamide (1.5 g, Example 12a)) at 0° C. Once addition was complete the solution was refluxed at 90° C. for 20 hours. The solution was cooled to room temperature, acidified with 6M hydrochloric acid (10 ml) and refluxed for a further hour. The solution was cooled to room temperature and extracted with diethyl ether. The aqueous layer was basified with 10% sodium hydroxide and ...